This data is from the Open Reaction Database (ORD), a public repository of structured organic reaction records. The task is: describe an organic reaction: reactants, conditions, products, and yield Starting materials: C=O (formaldehyde), C(C)OC([C@@H](NS(=O)(=O)C1=CC=C2CCNCC2=C1)CC1=CC(=CC=C1)C#N)=O (N-(1,2,3,4-tetrahydroisoquinoline-7-sulphonyl)-3-cyano-(S)-phenylalanine ethyl ester), C(C)(=O)O[BH-](OC(C)=O)OC(C)=O.[Na+] (sodium triacetoxyborohydride). The solvent is ClCCl (dichloromethane). Run at time 1 hour. The product is C(C)OC([C@@H](NS(=O)(=O)C1=CC=C2CCN(CC2=C1)C)CC1=CC(=CC=C1)C#N)=O (N-(2-Methyl-1,2,3,4-tetrahydroisoquinoline-7-sulphonyl)-3-cyano-(S)-phenylalanine ethyl ester). Isolated yield 315.4%. As a reaction SMILES: C=O.[CH2:3]([O:5][C:6](=[O:31])[C@H:7]([CH2:22][C:23]1[CH:28]=[CH:27][CH:26]=[C:25]([C:29]#[N:30])[CH:24]=1)[NH:8][S:9]([C:12]1[CH:21]=[C:20]2[C:15]([CH2:16][CH2:17][NH:18][CH2:19]2)=[CH:14][CH:13]=1)(=[O:11])=[O:10])[CH3:4].[C:32](O[BH-](OC(=O)C)OC(=O)C)(=O)C.[Na+]>ClCCl>[CH2:3]([O:5][C:6](=[O:31])[C@H:7]([CH2:22][C:23]1[CH:28]=[CH:27][CH:26]=[C:25]([C:29]#[N:30])[CH:24]=1)[NH:8][S:9]([C:12]1[CH:21]=[C:20]2[C:15]([CH2:16][CH2:17][N:18]([CH3:32])[CH2:19]2)=[CH:14][CH:13]=1)(=[O:10])=[O:11])[CH3:4] |f:2.3|. Procedure details: Aqueous formaldehyde solution (370 w/v, 3.15 ml, 42 mmol) was added to a stirred solution of N-(1,2,3,4-tetrahydroisoquinoline-7-sulphonyl)-3-cyano-(S)-phenylalanine ethyl ester (Preparation 23; 3.5 g, 8.5 mmol) in dichloromethane (100 ml). After 1 hour, sodium triacetoxyborohydride (566 mg, 2.67 mmol) was added and stirring continued for 2 hours. The reaction mixture was then washed with saturated aqueous sodium bicarbonate solution, dried (MgSO4) and evaporated under reduced pressure to furnis... RXN SMILES: [C:52]([BH3-:53])#[N:54].[CH3:60][OH:61].[CH3:62][C:63](=[O:64])[OH:65].[CH:56]([Cl:57])([Cl:58])[Cl:59].[Mg+2:33].[NH2:1][CH2:2][CH2:3][c:4]1[c:5](-[c:25]2[cH:26][c:27]([CH3:32])[cH:28][c:29]([CH3:31])[cH:30]2)[nH:6][c:7]2[cH:8][cH:9][c:10]([C:13]([C:14](=[O:15])[N:16]3[CH:17]4[CH2:18][CH2:19][CH:20]3[CH2:21][CH2:22]4)([CH3:23])[CH3:24])[cH:11][c:12]12.[Na+:55].[O-:34][S:35](=[O:36])(=[O:37])[O-:38].[n:39]1[cH:40][c:41](-[c:45]2[cH:46][cH:47][c:48]([CH:50]=[O:51])[s:49]2)[cH:42][cH:43][cH:44]1>>[NH:1]([CH2:2][CH2:3][c:4]1[c:5](-[c:25]2[cH:26][c:27]([CH3:32])[cH:28][c:29]([CH3:31])[cH:30]2)[nH:6][c:7]2[cH:8][cH:9][c:10]([C:13]([C:14](=[O:15])[N:16]3[CH:17]4[CH2:18][CH2:19][CH:20]3[CH2:21][CH2:22]4)([CH3:23])[CH3:24])[cH:11][c:12]12)[CH2:50][c:48]1[cH:47][cH:46][c:45](-[c:41]2[cH:40][n:39][cH:44][cH:43][cH:42]2)[s:49]1. Reactants: [BH3-]C#N, CO, CC(=O)O, ClC(Cl)Cl, [Mg+2], Cc1cc(C)cc(-c2[nH]c3ccc(C(C)(C)C(=O)N4C5CCC4CC5)cc3c2CCN)c1, [Na+], O=S(=O)([O-])[O-], O=Cc1ccc(-c2cccnc2)s1. The product is Cc1cc(C)cc(-c2[nH]c3ccc(C(C)(C)C(=O)N4C5CCC4CC5)cc3c2CCNCc2ccc(-c3cccnc3)s2)c1. The reactants are C(C1=CC=CC=C1)N1CC2=C(N=C(N=C2O)C2=CC(=CC(=C2)Cl)Cl)CC1 (6-benzyl-2-(3,5-dichloro-phenyl)-5,6,7,8-tetrahydro-pyrido[4,3-d]pyrimidin-4-ol), C(C1=CC=CC=C1)N1CC2=C(N=C(N=C2O)C2=CC(=CC(=C2)Cl)Cl)CC1 (6-benzyl-2-(3,5-dichloro-phenyl)-5,6,7,8-tetrahydro-pyrido[4,3-d]pyrimidin-4-ol), C(#N)C1=CC=C(CBr)C=C1 (4-cyanobenzyl bromide). The product is C(C1=CC=CC=C1)N1CC2=C(N=C(N=C2OCC2=CC=C(C#N)C=C2)C2=CC(=CC(=C2)Cl)Cl)CC1 (4-({[6-Benzyl-2-(3,5-dichlorophenyl)-5,6,7,8-tetrahydropyrido[4,3-d]pyrimidin-4-yl]oxy}methyl)benzonitrile). As a reaction SMILES: [CH2:1]([N:8]1[CH2:26][CH2:25][C:11]2[N:12]=[C:13]([C:17]3[CH:22]=[C:21]([Cl:23])[CH:20]=[C:19]([Cl:24])[CH:18]=3)[N:14]=[C:15]([OH:16])[C:10]=2[CH2:9]1)[C:2]1[CH:7]=[CH:6][CH:5]=[CH:4][CH:3]=1.[C:27]([C:29]1[CH:36]=[CH:35][C:32]([CH2:33]Br)=[CH:31][CH:30]=1)#[N:28]>>[CH2:1]([N:8]1[CH2:26][CH2:25][C:11]2[N:12]=[C:13]([C:17]3[CH:18]=[C:19]([Cl:24])[CH:20]=[C:21]([Cl:23])[CH:22]=3)[N:14]=[C:15]([O:16][CH2:33][C:32]3[CH:35]=[CH:36][C:29]([C:27]#[N:28])=[CH:30][CH:31]=3)[C:10]=2[CH2:9]1)[C:2]1[CH:3]=[CH:4][CH:5]=[CH:6][CH:7]=1. Procedure details: The title compound was prepared from 6-benzyl-2-(3,5-dichloro-phenyl)-5,6,7,8-tetrahydro-pyrido[4,3-d]pyrimidin4-ol (which was obtained in Intermediate 7) and 4-cyanobenzyl bromide according to Method A; LC retention time 3.01 min; MS: m/z (ESI) 501 (M+H).